This data is from the Open Reaction Database (ORD), a public repository of structured organic reaction records. The task is: describe an organic reaction: reactants, conditions, products, and yield Reactants: Cl (HCl), CN(C)N=NC1=C(SC=C1)C(=O)OC (methyl 3-[(dimethylamino)diazenyl]thiophene-2-carboxylate), [OH-].[Na+] (sodium hydroxide). Solvent: CO (methanol), O (water). Conditions: time 2 hour. Product: CN(C)N=NC1=C(SC=C1)C(=O)O (3-[(dimethylamino)diazenyl]thiophene-2-carboxylic acid). Yield: 37.8%. Reaction SMILES: [CH3:1][N:2]([N:4]=[N:5][C:6]1[CH:10]=[CH:9][S:8][C:7]=1[C:11]([O:13]C)=[O:12])[CH3:3].[OH-].[Na+].Cl>CO.O>[CH3:3][N:2]([N:4]=[N:5][C:6]1[CH:10]=[CH:9][S:8][C:7]=1[C:11]([OH:13])=[O:12])[CH3:1] |f:1.2|. Procedure: To a solution of methyl 3-[(dimethylamino)diazenyl]thiophene-2-carboxylate (200 mg, 0.93 mmol) in methanol (10 mL) was added a solution of sodium hydroxide (93 mg, 2.3 mmol) in water (2 mL) and stirred at rt for 2 h. The mixture was diluted with ice cold water and acidified with dil. HCl and extracted with chloroform. The combined chloroform layer was washed with water, brine and dried over sodium sulfate. The solution was filtered and evaporated the solvent. The residue was chromatographed over...